Dataset: the Open Reaction Database (ORD), a public repository of structured organic reaction records. Task: describe an organic reaction: reactants, conditions, products, and yield Starting materials: ClC1=NC=CC(=N1)N1CCN(CC1)C (2-chloro-4-(4-methyl-piperazin-1-yl)-pyrimidine), C1(=CC=CC=C1)B(O)O (phenylboronic acid), C(=O)([O-])[O-].[K+].[K+] (K2CO3). Reagents/catalysts: C=1C=CC(=CC1)[P](C=2C=CC=CC2)(C=3C=CC=CC3)[Pd]([P](C=4C=CC=CC4)(C=5C=CC=CC5)C=6C=CC=CC6)([P](C=7C=CC=CC7)(C=8C=CC=CC8)C=9C=CC=CC9)[P](C=1C=CC=CC1)(C=1C=CC=CC1)C=1C=CC=CC1 (Pd(PPh3)4). The solvent is C1(=CC=CC=C1)C.CCO (toluene EtOH). Run at temperature 140 celsius. The product is CN1CCN(CC1)C1=NC(=NC=C1)C1=CC=CC=C1 (4-(4-Methyl-piperazin-1-yl)-2-phenyl-pyrimidine). Reaction SMILES: Cl[C:2]1[N:7]=[C:6]([N:8]2[CH2:13][CH2:12][N:11]([CH3:14])[CH2:10][CH2:9]2)[CH:5]=[CH:4][N:3]=1.[C:15]1(B(O)O)[CH:20]=[CH:19][CH:18]=[CH:17][CH:16]=1.C([O-])([O-])=O.[K+].[K+]>C1C=CC([P]([Pd]([P](C2C=CC=CC=2)(C2C=CC=CC=2)C2C=CC=CC=2)([P](C2C=CC=CC=2)(C2C=CC=CC=2)C2C=CC=CC=2)[P](C2C=CC=CC=2)(C2C=CC=CC=2)C2C=CC=CC=2)(C2C=CC=CC=2)C2C=CC=CC=2)=CC=1.C1(C)C=CC=CC=1.CCO>[CH3:14][N:11]1[CH2:12][CH2:13][N:8]([C:6]2[CH:5]=[CH:4][N:3]=[C:2]([C:15]3[CH:20]=[CH:19][CH:18]=[CH:17][CH:16]=3)[N:7]=2)[CH2:9][CH2:10]1 |f:2.3.4,6.7,^1:33,35,54,73|. Reported procedure: To a microwave tube was added 2-chloro-4-(4-methyl-piperazin-1-yl)-pyrimidine (30 mg, 0.14 mmol), Pd(PPh3)4 (10 mg), phenylboronic acid (24 mg, 0.2 mmol), toluene/EtOH (4:1, 1 mL) and 2 M aqueous K2CO3 (0.2 mL). The resulting mixture was heated at 140° C. for 30 minutes using the microwave instrument. The resulting mixture was extracted with EtOAc. The organic layer was dried and concentrated, and the residue was purified by preparative TLC (hexanes/EtOAc) to yield the title compound as a solid. The reactants are OC1=C(C=CC=C1)N1C2=C(OCC1)C=C(C=C2)S(=O)(=O)N(C=2SC=CN2)CC2=CC=C(C=C2)OC (4-(2-hydroxyphenyl)-N-(4-methoxybenzyl)-N-(thiazol-2-yl)-3,4-dihydro-2H-benzo[b][1,4]oxazine-7-sulfonamide), BrCC(=O)N (2-bromoacetamide), C([O-])([O-])=O.[K+].[K+] (potassium carbonate). Run in O (water), CN(C)C=O (DMF). Conditions: temperature 80 celsius. Product: COC1=CC=C(CN(S(=O)(=O)C=2C=CC3=C(OCCN3C3=C(OCC(=O)N)C=CC=C3)C2)C=2SC=CN2)C=C1 (2-(2-(7-(N-(4-methoxybenzyl)-N-(thiazol-2-yl)sulfamoyl)-2H-benzo[b][1,4]oxazin-4(3H)-yl)phenoxy)acetamide). The yield is 49.0%. Reaction SMILES: [OH:1][C:2]1[CH:7]=[CH:6][CH:5]=[CH:4][C:3]=1[N:8]1[CH2:13][CH2:12][O:11][C:10]2[CH:14]=[C:15]([S:18]([N:21]([CH2:27][C:28]3[CH:33]=[CH:32][C:31]([O:34][CH3:35])=[CH:30][CH:29]=3)[C:22]3[S:23][CH:24]=[CH:25][N:26]=3)(=[O:20])=[O:19])[CH:16]=[CH:17][C:9]1=2.Br[CH2:37][C:38]([NH2:40])=[O:39].C(=O)([O-])[O-].[K+].[K+]>CN(C=O)C.O>[CH3:35][O:34][C:31]1[CH:30]=[CH:29][C:28]([CH2:27][N:21]([C:22]2[S:23][CH:24]=[CH:25][N:26]=2)[S:18]([C:15]2[CH:16]=[CH:17][C:9]3[N:8]([C:3]4[CH:4]=[CH:5][CH:6]=[CH:7][C:2]=4[O:1][CH2:37][C:38]([NH2:40])=[O:39])[CH2:13][CH2:12][O:11][C:10]=3[CH:14]=2)(=[O:19])=[O:20])=[CH:33][CH:32]=1 |f:2.3.4|. Procedure details: To a solution of 4-(2-hydroxyphenyl)-N-(4-methoxybenzyl)-N-(thiazol-2-yl)-3,4-dihydro-2H-benzo[b][1,4]oxazine-7-sulfonamide (550 mg, 1.080 mmol), 2-bromoacetamide (704 mg, 5.108 mmol, Aldrich) in DMF (10 mL) was added potassium carbonate (528 mg, 3.83 mmol). The reaction mixture was heated at 80° C. for 12 h. After completion, the reaction mixture was cooled to room temperature, diluted with water (50 mL) and extracted with ethyl acetate (2×50 mL). The combined organic layer was washed with wate...